describe an organic reaction: reactants, conditions, products, and yield From a dataset of the Open Reaction Database (ORD), a public repository of structured organic reaction records. Reactants: C(C(C)(C)C)(=O)NC=1N=C(C2=C(N1)NCC(C2)CN(C=O)CC2=CC=C(C(=O)N[C@@H](CCC(=O)OCC)C(=O)OCC)C=C2)O (diethyl N-[N-(2-pivaloylamino-4-hydroxy-5,6,7,8-tetrahydropyrido[2,3-d]pyrimidin-6-ylmethyl)-N-formyl-4-aminomethylbenzoyl]-glutamate). The solvent is [OH-].[Na+] (NaOH). Yields the product NC=1N=C(C2=C(N1)NCC(C2)CN(C=O)CC2=CC=C(C(=O)N[C@@H](CCC(=O)O)C(=O)O)C=C2)O (N-[N-(2-amino-4-hydroxy-5,6,7,8-tetrahydropyrido[2,3-d]pyrimidin-6-ylmethyl)-N-formyl-4-aminomethylbenzoyl]-glutamic acid). Yield: 66.8%. Reaction SMILES: C([NH:7][C:8]1[N:9]=[C:10]([OH:45])[C:11]2[CH2:17][CH:16]([CH2:18][N:19]([CH2:22][C:23]3[CH:44]=[CH:43][C:26]([C:27]([NH:29][C@H:30]([C:38]([O:40]CC)=[O:39])[CH2:31][CH2:32][C:33]([O:35]CC)=[O:34])=[O:28])=[CH:25][CH:24]=3)[CH:20]=[O:21])[CH2:15][NH:14][C:12]=2[N:13]=1)(=O)C(C)(C)C>[OH-].[Na+]>[NH2:7][C:8]1[N:9]=[C:10]([OH:45])[C:11]2[CH2:17][CH:16]([CH2:18][N:19]([CH2:22][C:23]3[CH:24]=[CH:25][C:26]([C:27]([NH:29][C@H:30]([C:38]([OH:40])=[O:39])[CH2:31][CH2:32][C:33]([OH:35])=[O:34])=[O:28])=[CH:43][CH:44]=3)[CH:20]=[O:21])[CH2:15][NH:14][C:12]=2[N:13]=1 |f:1.2|. Procedure: A solution of 0.5 g, (0.8 mmol) of diethyl N-[N-(2-pivaloylamino-4-hydroxy-5,6,7,8-tetrahydropyrido[2,3-d]pyrimidin-6-ylmethyl)-N-formyl-4-aminomethylbenzoyl]-glutamate in 0.1N NaOH was stirred at 25° C. for 5 days. The reaction mixture was filtered and the filtrate rendered acidic (pH 4) with 0.5N hydrochloric acid. The solid which formed after 1 h at 0° C. was collected, washed with water, and dried over P2O5 to give 0.26 g (67% yield) of N-[N-(2-amino-4-hydroxy-5,6,7,8-tetrahydropyrido[2,3-d]... Starting materials: CCN1CCc2nc(N3CCN(Cc4ccccc4)CC3)ncc2C1=O, CCO, [H][H]. Product: CCN1CCc2nc(N3CCNCC3)ncc2C1=O. RXN SMILES: [CH2:1]([c:2]1[cH:3][cH:4][cH:5][cH:6][cH:7]1)[N:8]1[CH2:9][CH2:10][N:11]([c:14]2[n:15][cH:16][c:17]3[c:18]([n:19]2)[CH2:20][CH2:21][N:22]([CH2:25][CH3:26])[C:23]3=[O:24])[CH2:12][CH2:13]1.[CH3:29][CH2:30][OH:31].[H:27][H:28]>>[NH:8]1[CH2:9][CH2:10][N:11]([c:14]2[n:15][cH:16][c:17]3[c:18]([n:19]2)[CH2:20][CH2:21][N:22]([CH2:25][CH3:26])[C:23]3=[O:24])[CH2:12][CH2:13]1. Reactants: CCO, CCCN1CC=C(c2cccc(F)c2C(F)(F)F)CC1. The product is CCCN1CCC(c2cccc(F)c2C(F)(F)F)CC1. Reaction SMILES: [CH3:21][CH2:22][OH:23].[F:1][c:2]1[c:3]([C:17]([F:18])([F:19])[F:20])[c:4]([C:8]2=[CH:13][CH2:12][N:11]([CH2:14][CH2:15][CH3:16])[CH2:10][CH2:9]2)[cH:5][cH:6][cH:7]1>>[F:1][c:2]1[c:3]([C:17]([F:18])([F:19])[F:20])[c:4]([CH:8]2[CH2:9][CH2:10][N:11]([CH2:14][CH2:15][CH3:16])[CH2:12][CH2:13]2)[cH:5][cH:6][cH:7]1. The reactants are CC(C)(C)OC(=O)N1CCCC1C(=O)O, C1CCNCC1. Yields the product CC(C)(C)OC(=O)N1CCCC1C(=O)N1CCCCC1. RXN SMILES: [C:1]([CH3:2])([CH3:3])([CH3:4])[O:5][C:6](=[O:7])[N:8]1[CH:9]([C:10](=[O:11])[OH:12])[CH2:13][CH2:14][CH2:15]1.[CH2:16]1[CH2:17][CH2:18][NH:19][CH2:20][CH2:21]1>>[C:1]([CH3:2])([CH3:3])([CH3:4])[O:5][C:6](=[O:7])[N:8]1[CH:9]([C:10](=[O:12])[N:19]2[CH2:18][CH2:17][CH2:16][CH2:21][CH2:20]2)[CH2:13][CH2:14][CH2:15]1. Starting materials: CC(=O)O, [I-], O=N[O-], Nc1ccc2c(c1)[nH]c(=O)n1c(=O)[nH]nc21, [Na+], [Na+], O, O=S(=O)(O)O. The product is O=c1[nH]nc2c3ccc(I)cc3[nH]c(=O)n12. Reaction SMILES: [CH3:23][C:24](=[O:25])[OH:26].[I-:22].[N:1]([O-:2])=[O:3].[NH2:5][c:6]1[cH:7][cH:8][c:9]2[c:10]3[n:11]([c:12](=[O:16])[nH:13][c:14]2[cH:15]1)[c:17](=[O:20])[nH:18][n:19]3.[Na+:21].[Na+:4].[OH2:32].[S:27](=[O:28])(=[O:29])([OH:30])[OH:31]>>[c:6]1([I:22])[cH:7][cH:8][c:9]2[c:10]3[n:11]([c:12](=[O:16])[nH:13][c:14]2[cH:15]1)[c:17](=[O:20])[nH:18][n:19]3.